From a dataset of the Open Reaction Database (ORD), a public repository of structured organic reaction records. describe an organic reaction: reactants, conditions, products, and yield Starting materials: FC1=C(N)C(=CC=C1)OC (2-fluoro-6-methoxyaniline), BrBr (bromine). Run in C(C)(=O)O (acetic acid), C(C)(=O)O (acetic acid). Conditions: temperature 5 celsius, time 2 hour. Product: Br.BrC1=CC(=C(N)C(=C1)OC)F (4-Bromo-2-fluoro-6-methoxyaniline hydrobromide). Isolated yield 90.0%. RXN SMILES: [F:1][C:2]1[CH:8]=[CH:7][CH:6]=[C:5]([O:9][CH3:10])[C:3]=1[NH2:4].[Br:11]Br>C(O)(=O)C>[BrH:11].[Br:11][C:7]1[CH:6]=[C:5]([O:9][CH3:10])[C:3]([NH2:4])=[C:2]([F:1])[CH:8]=1 |f:3.4|. Procedure: A solution of 2-fluoro-6-methoxyaniline (1 equiv) in acetic acid (0.7 M) was cooled to 5° C. A mixture of bromine (0.9 equiv) in acetic acid (0.7 M) was slowly added. The reaction mixture was stirred for 2 h at 5° C. The resulting solid was filtered, washed with ether, and dried to give the title compound (90% yield). 1H NMR (500 MHz, DMSO-d6) δ ppm 3.84 (s, 3H) 6.79 (br. s., 2H) 6.97 (s, 1H) 7.06 (d, J=10.09 Hz, 1H). MS (ESI) m/z 219.9 [M+H]+. Starting materials: NC[C@H]1N(CCC[C@H]1C)C(=O)C1=C(C=CC(=C1)C)N1N=CC=N1 (((2S,3R)-2-(aminomethyl)-3-methylpiperidin-1-yl)(5-methyl-2-(2H-1,2,3-triazol-2-yl)phenyl)methanone), ClC=1N=NC(=CC1)C (3-chloro-6-methylpyridazine). Product: C[C@H]1[C@H](N(CCC1)C(=O)C1=C(C=CC(=C1)C)N1N=CC=N1)CNC=1N=NC(=CC1)C (((2S,3R)-3-Methyl-2-(((6-methylpyridazin-3-yl)amino)methyl)piperidin-1-yl)(5-methyl-2-(2H-1,2,3-triazol-2-yl)phenyl)methanone). RXN SMILES: [NH2:1][CH2:2][C@@H:3]1[C@H:8]([CH3:9])[CH2:7][CH2:6][CH2:5][N:4]1[C:10]([C:12]1[CH:17]=[C:16]([CH3:18])[CH:15]=[CH:14][C:13]=1[N:19]1[N:23]=[CH:22][CH:21]=[N:20]1)=[O:11].Cl[C:25]1[N:26]=[N:27][C:28]([CH3:31])=[CH:29][CH:30]=1>>[CH3:9][C@@H:8]1[CH2:7][CH2:6][CH2:5][N:4]([C:10]([C:12]2[CH:17]=[C:16]([CH3:18])[CH:15]=[CH:14][C:13]=2[N:19]2[N:23]=[CH:22][CH:21]=[N:20]2)=[O:11])[C@@H:3]1[CH2:2][NH:1][C:25]1[N:26]=[N:27][C:28]([CH3:31])=[CH:29][CH:30]=1. Procedure: The title compound was prepared following the same general protocol as described for Example A1, using ((2S,3R)-2-(aminomethyl)-3-methylpiperidin-1-yl)(5-methyl-2-(2H-1,2,3-triazol-2-yl)phenyl)methanone and 3-chloro-6-methylpyridazine. ESI-MS (m/z): 406 [M+1]+. Starting materials: ClB(Cl)Cl, O=C([O-])O, ClCCl, ClCCl, CO, O=c1[nH]c(=O)n(C2CSC(COCc3ccccc3)CO2)cc1Cl, [Na+]. The product is O=c1[nH]c(=O)n(C2CSC(CO)CO2)cc1Cl. As a reaction SMILES: [B:25]([Cl:26])([Cl:27])[Cl:28].[C:34](=[O:35])([OH:36])[O-:37].[CH2:29]([Cl:30])[Cl:31].[CH2:39]([Cl:40])[Cl:41].[CH3:32][OH:33].[Cl:1][c:2]1[c:3](=[O:24])[nH:4][c:5](=[O:23])[n:6]([CH:8]2[O:9][CH2:10][CH:11]([CH2:14][O:15][CH2:16][c:17]3[cH:18][cH:19][cH:20][cH:21][cH:22]3)[S:12][CH2:13]2)[cH:7]1.[Na+:38]>>[Cl:1][c:2]1[c:3](=[O:24])[nH:4][c:5](=[O:23])[n:6]([CH:8]2[O:9][CH2:10][CH:11]([CH2:14][OH:15])[S:12][CH2:13]2)[cH:7]1.